describe an organic reaction: reactants, conditions, products, and yield From a dataset of the Open Reaction Database (ORD), a public repository of structured organic reaction records. The reactants are COC1=CC2=C(N=CS2)C=C1C (6-methoxy-5-methylbenzo[d]thiazole), B(Br)(Br)Br (boron tribromide). The solvent is ClCCl (dichloromethane). Reaction conditions: temperature 0 celsius, time 2 hour. Product: CC=1C(=CC2=C(N=CS2)C1)O (5-methylbenzo[d]thiazol-6-ol). As a reaction SMILES: C[O:2][C:3]1[C:11]([CH3:12])=[CH:10][C:6]2[N:7]=[CH:8][S:9][C:5]=2[CH:4]=1.B(Br)(Br)Br>ClCCl>[CH3:12][C:11]1[C:3]([OH:2])=[CH:4][C:5]2[S:9][CH:8]=[N:7][C:6]=2[CH:10]=1. Procedure: To a suspension of 6-methoxy-5-methylbenzo[d]thiazole (5B) (160 mg, 0.89 mmol) in dichloromethane (5 mL) was added boron tribromide (1 M in dichlormethane, 1.8 ml) at 0° C. The reaction mixture was stirred at 0° C. for 2 h. The reaction was quenched by adding a saturated NaHCO3 solution, extracted with dichlormethane and trace MeOH. The organic layer was dried over MgSO4, filtered, concentrated and purified by silica gel column (0-100% Ethyl acetate/hexanes). LCMS-ESI+: calc'd for C8H7NOS: 166.0... RXN SMILES: [N+:7](=[O:8])([O-:9])[c:10]1[c:11]([F:16])[cH:12][cH:13][cH:14][cH:15]1.[NH2:1][c:2]1[s:3][cH:4][cH:5][cH:6]1>>[NH:1]([c:2]1[s:3][cH:4][cH:5][cH:6]1)[c:11]1[c:10]([N+:7](=[O:8])[O-:9])[cH:15][cH:14][cH:13][cH:12]1. Starting materials: O=[N+]([O-])c1ccccc1F, Nc1cccs1. The product is O=[N+]([O-])c1ccccc1Nc1cccs1. Solvent: C(C)O (ethanol). The reactants are N#N.CN(C)NC1=C(C=C(C(=C1[N+](=O)[O-])Cl)C(F)(F)F)N (N2 (dimethylamino)-4-chloro-3-nitro-5-trifluoromethyl-1,2-phenylenediamine), [N+](=O)([O-])C=1C=C(C=C(C1NN)[N+](=O)[O-])C(F)(F)F (3,5-dinitro-4-hydrazinobenzotrifluoride). Procedure details: A solution of 5.2 g. of N2 -(dimethylamino)-4-chloro-3-nitro-5-trifluoromethyl-1,2-phenylenediamine (prepared by hydrogenation of the corresponding 3,5-dinitro-4-hydrazinobenzotrifluoride in the presence of palladium catalyst) and 7.5 g. of ethyl methylcarboximidate hydrochloride in 60 ml. of ethanol was refluxed for 26 hours. The resultant 7-nitrobenzimidazole was separated by fractionation on a silica gel column, m.p. 160° - 162°C. RXN SMILES: N#N.[CH3:3][N:4]([NH:6][C:7]1[C:12]([N+:13]([O-:15])=[O:14])=[C:11]([Cl:16])[C:10]([C:17]([F:20])([F:19])[F:18])=[CH:9][C:8]=1[NH2:21])[CH3:5].[N+]([C:25]1C=C(C(F)(F)F)C=C([N+]([O-])=O)[C:30]=1NN)([O-])=O>[Pd].C(O)C>[N+:13]([C:12]1[C:7]2[N:6]([N:4]([CH3:3])[CH3:5])[C:25]([CH3:30])=[N:21][C:8]=2[CH:9]=[C:10]([C:17]([F:18])([F:20])[F:19])[C:11]=1[Cl:16])([O-:15])=[O:14] |f:0.1|. Reagents/catalysts: [Pd] (palladium). The product is [N+](=O)([O-])C1=C(C(=CC2=C1N(C(=N2)C)N(C)C)C(F)(F)F)Cl (7-Nitro-6-chloro-1-(dimethylamino)-2-methyl-5-trifluoromethylbenzimidazole). Reactants: C1CCNCC1, CO, COC(=O)C(=O)c1ccccc1. The product is O=C(C(=O)N1CCCCC1)c1ccccc1. As a reaction SMILES: [CH2:13]1[CH2:14][CH2:15][NH:16][CH2:17][CH2:18]1.[CH3:19][OH:20].[c:1]1([C:7]([C:8]([O:10][CH3:9])=[O:11])=[O:12])[cH:2][cH:3][cH:4][cH:5][cH:6]1>>[c:1]1([C:7]([C:8](=[O:10])[N:16]2[CH2:15][CH2:14][CH2:13][CH2:18][CH2:17]2)=[O:12])[cH:2][cH:3][cH:4][cH:5][cH:6]1. The reactants are N(C1=CC=CC=C1)C1=NC(=NC=C1C#CC1=CC=CC=C1)Cl (4-Anilino-2-chloro-5-(2-phenylethynyl)pyrimidine). Run in C(C)(=O)OCC (ethyl acetate). Conditions: time 20 hour. Product: N(C1=CC=CC=C1)C1=NC(=NC=C1CCC1=CC=CC=C1)Cl (4-Anilino-2-chloro-5-(2-phenylethyl)pyrimidine). The yield is 17.3%. Reaction SMILES: [NH:1]([C:8]1[C:13]([C:14]#[C:15][C:16]2[CH:21]=[CH:20][CH:19]=[CH:18][CH:17]=2)=[CH:12][N:11]=[C:10]([Cl:22])[N:9]=1)[C:2]1[CH:7]=[CH:6][CH:5]=[CH:4][CH:3]=1>C(OCC)(=O)C>[NH:1]([C:8]1[C:13]([CH2:14][CH2:15][C:16]2[CH:21]=[CH:20][CH:19]=[CH:18][CH:17]=2)=[CH:12][N:11]=[C:10]([Cl:22])[N:9]=1)[C:2]1[CH:7]=[CH:6][CH:5]=[CH:4][CH:3]=1. Procedure: 4-Anilino-2-chloro-5-(2-phenylethynyl)pyrimidine (Method 72; 400 mg) was dissolved in ethyl acetate (100 ml) and the solution was purged with nitrogen. 5% Rhodium on carbon (50 mg) was added and the mixture was hydrogenated at standard temperature and pressure (STP) for 20 hours. A further portion of 5% rhodium on carbon catalyst (50 mg) was added and the solution was hydrogenated at STP for a further 3 hours. The catalyst was removed by filtration and the filtrate was concentrated. The residue ... Yields the product C(C)C(CC)NC1=CC(=NC(=C1C(=O)O)OC1=C(C=C(C=C1C)C)C)C (4-(1-Ethyl-propylamino)-6-methyl-2-(2,4,6-trimethyl-phenoxy)-nicotinic acid). The solvent is O1CCOCC1 (dioxane), O (water). Procedure: A mixture of 4-(1-Ethyl-propylamino)-6-methyl-2-(2,4,6-trimethyl-phenoxy)-nicotinic acid methyl ester (16 mg, 0.043 mmol) and lithium hydroxide (30 mg) in dioxane (1 ml) and water (1 ml) was stirred at rt over night. The mixture was quenched with water and adjusted to pH 7.0 and extracted with chloroform. The organic layer was dried and concentrated to give the crude material. The crude material was purified through silica gel column chromatography using 10% ethyl acetate in chloroform as eluent... As a reaction SMILES: C[O:2][C:3](=[O:27])[C:4]1[C:9]([NH:10][CH:11]([CH2:14][CH3:15])[CH2:12][CH3:13])=[CH:8][C:7]([CH3:16])=[N:6][C:5]=1[O:17][C:18]1[C:23]([CH3:24])=[CH:22][C:21]([CH3:25])=[CH:20][C:19]=1[CH3:26].[OH-].[Li+]>O1CCOCC1.O>[CH2:12]([CH:11]([NH:10][C:9]1[C:4]([C:3]([OH:27])=[O:2])=[C:5]([O:17][C:18]2[C:23]([CH3:24])=[CH:22][C:21]([CH3:25])=[CH:20][C:19]=2[CH3:26])[N:6]=[C:7]([CH3:16])[CH:8]=1)[CH2:14][CH3:15])[CH3:13] |f:1.2|. The yield is 45.7%. Reactants: COC(C1=C(N=C(C=C1NC(CC)CC)C)OC1=C(C=C(C=C1C)C)C)=O (4-(1-Ethyl-propylamino)-6-methyl-2-(2,4,6-trimethyl-phenoxy)-nicotinic acid methyl ester), [OH-].[Li+] (lithium hydroxide). The reactants are O=[N+]([O-])c1ccccc1N=C=S, CC(C)OC(C)C, C1CCOC1, CCOC(=O)N1CCC(NCc2ccccc2)CC1. Product: CCOC(=O)N1CCC(N(Cc2ccccc2)C(=S)Nc2ccccc2[N+](=O)[O-])CC1. RXN SMILES: [N:20](=[C:21]=[S:22])[c:23]1[c:24]([N+:29](=[O:30])[O-:31])[cH:25][cH:26][cH:27][cH:28]1.[O:32]([CH:33]([CH3:34])[CH3:35])[CH:36]([CH3:37])[CH3:38].[O:39]1[CH2:40][CH2:41][CH2:42][CH2:43]1.[c:1]1([CH2:7][NH:8][CH:9]2[CH2:10][CH2:11][N:12]([C:15](=[O:16])[O:17][CH2:18][CH3:19])[CH2:13][CH2:14]2)[cH:2][cH:3][cH:4][cH:5][cH:6]1>>[c:1]1([CH2:7][N:8]([CH:9]2[CH2:10][CH2:11][N:12]([C:15](=[O:16])[O:17][CH2:18][CH3:19])[CH2:13][CH2:14]2)[C:21]([NH:20][c:23]2[c:24]([N+:29](=[O:30])[O-:31])[cH:25][cH:26][cH:27][cH:28]2)=[S:22])[cH:2][cH:3][cH:4][cH:5][cH:6]1. The reactants are C1COCCN1, C1COCCO1, Clc1cc(Cl)n2nc(-c3ccccn3)cc2n1, O. Yields the product Clc1cc(N2CCOCC2)n2nc(-c3ccccn3)cc2n1. RXN SMILES: [CH2:18]1[CH2:19][O:20][CH2:21][CH2:22][NH:23]1.[CH2:24]1[O:25][CH2:26][CH2:27][O:28][CH2:29]1.[Cl:1][c:2]1[n:3][c:4]2[n:5]([c:6]([Cl:8])[cH:7]1)[n:9][c:10](-[c:12]1[n:13][cH:14][cH:15][cH:16][cH:17]1)[cH:11]2.[OH2:30]>>[Cl:1][c:2]1[n:3][c:4]2[n:5]([c:6]([N:23]3[CH2:18][CH2:19][O:20][CH2:21][CH2:22]3)[cH:7]1)[n:9][c:10](-[c:12]1[n:13][cH:14][cH:15][cH:16][cH:17]1)[cH:11]2.